Dataset: the Open Reaction Database (ORD), a public repository of structured organic reaction records. Task: describe an organic reaction: reactants, conditions, products, and yield Reactants: C(CC)OC=1C=CC2=C(CC(N(C=C2)CCCl)=O)C1 (1-(8-propoxy-1,3-dihydro-2H-3-benzazepin-2-on-3-yl)-2-chloro-ethane), CNCCC1=CC(=C(C=C1)OC)OC (N-methyl-N-[2-(3,4-dimethoxyphenyl)-ethyl]-amine). Yields the product Cl.C(CC)OC=1C=CC2=C(CC(N(C=C2)CCN(CCC2=CC(=C(C=C2)OC)OC)C)=O)C1 (1-[8-Propoxy-1,3-dihydro-2H-3-benzazepin-2-on-3-yl]-2-[N-methyl-N-(2-{3,4-dimethoxy-phenyl}-ethyl)-amino]-ethane hydrochloride). RXN SMILES: [CH2:1]([O:4][C:5]1[CH:6]=[CH:7][C:8]2[CH:14]=[CH:13][N:12]([CH2:15][CH2:16][Cl:17])[C:11](=[O:18])[CH2:10][C:9]=2[CH:19]=1)[CH2:2][CH3:3].[CH3:20][NH:21][CH2:22][CH2:23][C:24]1[CH:29]=[CH:28][C:27]([O:30][CH3:31])=[C:26]([O:32][CH3:33])[CH:25]=1>>[ClH:17].[CH2:1]([O:4][C:5]1[CH:6]=[CH:7][C:8]2[CH:14]=[CH:13][N:12]([CH2:15][CH2:16][N:21]([CH3:20])[CH2:22][CH2:23][C:24]3[CH:29]=[CH:28][C:27]([O:30][CH3:31])=[C:26]([O:32][CH3:33])[CH:25]=3)[C:11](=[O:18])[CH2:10][C:9]=2[CH:19]=1)[CH2:2][CH3:3] |f:2.3|. Procedure: This compound was prepared analogous to Example 1(b) from 1-(8-propoxy-1,3-dihydro-2H-3-benzazepin-2-on-3-yl)-2-chloro-ethane and N-methyl-N-[2-(3,4-dimethoxyphenyl)-ethyl]-amine.